From a dataset of the Open Reaction Database (ORD), a public repository of structured organic reaction records. describe an organic reaction: reactants, conditions, products, and yield Reactants: O=C([O-])[O-], OC1CCN2CCNCC12, CS(C)=O, Cc1cc(F)ccc1-c1cc(Cl)ncc1N(C)C(=O)C(C)(C)c1cc(C(F)(F)F)cc(C(F)(F)F)c1, [K+], [K+], O. Yields the product Cc1cc(F)ccc1-c1cc(N2CCN3CCC(O)C3C2)ncc1N(C)C(=O)C(C)(C)c1cc(C(F)(F)F)cc(C(F)(F)F)c1. As a reaction SMILES: [C:47](=[O:48])([O-:49])[O-:50].[CH2:1]1[CH:2]2[N:3]([CH2:4][CH2:5][NH:6]1)[CH2:7][CH2:8][CH:9]2[OH:10].[CH3:53][S:54]([CH3:55])=[O:56].[F:11][C:12]([c:13]1[cH:14][c:15]([C:23]([C:24](=[O:25])[N:26]([CH3:27])[c:28]2[cH:29][n:30][c:31]([Cl:42])[cH:32][c:33]2-[c:34]2[c:35]([CH3:41])[cH:36][c:37]([F:40])[cH:38][cH:39]2)([CH3:43])[CH3:44])[cH:16][c:17]([C:19]([F:20])([F:21])[F:22])[cH:18]1)([F:45])[F:46].[K+:51].[K+:52].[OH2:57]>>[CH2:1]1[CH:2]2[N:3]([CH2:4][CH2:5][N:6]1[c:31]1[n:30][cH:29][c:28]([N:26]([C:24]([C:23]([c:15]3[cH:14][c:13]([C:12]([F:11])([F:45])[F:46])[cH:18][c:17]([C:19]([F:20])([F:21])[F:22])[cH:16]3)([CH3:43])[CH3:44])=[O:25])[CH3:27])[c:33](-[c:34]3[c:35]([CH3:41])[cH:36][c:37]([F:40])[cH:38][cH:39]3)[cH:32]1)[CH2:7][CH2:8][CH:9]2[OH:10]. The reactants are CCCCCC (hexane), ClC=1C=C(C=CC1OC)N1C=CC2=CC=CC=C12 (1-(3-chloro-4-methoxyphenyl)indole), C(C)(=O)OCC (ethyl acetate). The product is ClC=1C=C(C=CC1OC)N1C(CC2=CC=CC=C12)=O (1-(3-Chloro-4-methoxyphenyl)-2(1H,3H)-indolone). RXN SMILES: CCCCCC.[Cl:7][C:8]1[CH:9]=[C:10]([N:16]2[C:24]3[C:19](=[CH:20][CH:21]=[CH:22][CH:23]=3)[CH:18]=[CH:17]2)[CH:11]=[CH:12][C:13]=1[O:14][CH3:15].C(OCC)(=[O:27])C>>[Cl:7][C:8]1[CH:9]=[C:10]([N:16]2[C:24]3[C:19](=[CH:20][CH:21]=[CH:22][CH:23]=3)[CH2:18][C:17]2=[O:27])[CH:11]=[CH:12][C:13]=1[O:14][CH3:15]. Reported procedure: Using 3:2 hexane:ethyl acetate as eluant on chromatography, the procedure of the preceding preparation was used to convert 1-(3-chloro-4-methoxyphenyl)indole (0.93 g) to present title product, 0.71 g, m.p. 165°-167°. Reactants: CC(=O)Oc1cn(C(C)=O)c2ccccc12, Cc1ccccc1, CC(C)(C)OC(=O)N1CCNCC1, Cc1ccc(S(=O)(=O)O)cc1. Product: CC(=O)n1cc(N2CCN(C(=O)OC(C)(C)C)CC2)c2ccccc21. RXN SMILES: [C:1]([O:2][c:5]1[cH:6][n:7]([C:14]([CH3:15])=[O:16])[c:8]2[cH:9][cH:10][cH:11][cH:12][c:13]12)(=[O:3])[CH3:4].[CH3:41][c:42]1[cH:43][cH:44][cH:45][cH:46][cH:47]1.[N:17]1([C:23](=[O:24])[O:25][C:26]([CH3:27])([CH3:28])[CH3:29])[CH2:18][CH2:19][NH:20][CH2:21][CH2:22]1.[c:30]1([CH3:31])[cH:32][cH:33][c:34]([S:35]([OH:36])(=[O:37])=[O:38])[cH:39][cH:40]1>>[c:5]1([N:20]2[CH2:19][CH2:18][N:17]([C:23](=[O:24])[O:25][C:26]([CH3:27])([CH3:28])[CH3:29])[CH2:22][CH2:21]2)[cH:6][n:7]([C:14]([CH3:15])=[O:16])[c:8]2[cH:9][cH:10][cH:11][cH:12][c:13]12. Starting materials: O=C([O-])[O-], COc1ccccc1-c1ncn(C)c1C=O, CC(C)=O, [K+], [K+], [K+], [K], O=[Mn](=O)(=O)[O-], O. Product: COc1ccccc1-c1ncn(C)c1C(=O)O. Reaction SMILES: [C:17]([O-:18])(=[O:19])[O-:20].[CH3:1][O:2][c:3]1[c:4](-[c:9]2[n:10][cH:11][n:12]([CH3:16])[c:13]2[CH:14]=[O:15])[cH:5][cH:6][cH:7][cH:8]1.[CH3:30][C:31](=[O:32])[CH3:33].[K+:21].[K+:22].[K+:29].[K:23].[Mn:24]([O-:25])(=[O:26])(=[O:27])=[O:28].[OH2:34]>>[CH3:1][O:2][c:3]1[c:4](-[c:9]2[n:10][cH:11][n:12]([CH3:16])[c:13]2[C:14](=[O:15])[OH:18])[cH:5][cH:6][cH:7][cH:8]1. The reactants are CC#N, COC(=O)n1ncc2c(N)cccc21, O=C(ON1C(=O)CCC1=O)ON1C(=O)CCC1=O. The product is COC(=O)n1ncc2c(NC(=O)ON3C(=O)CCC3=O)cccc21. RXN SMILES: [CH3:33][C:34]#[N:35].[NH2:1][c:2]1[c:3]2[cH:4][n:5][n:6]([C:11](=[O:12])[O:13][CH3:14])[c:7]2[cH:8][cH:9][cH:10]1.[O:15]=[C:16]1[N:17]([O:22][C:23](=[O:24])[O:25][N:26]2[C:27](=[O:28])[CH2:29][CH2:30][C:31]2=[O:32])[C:18](=[O:21])[CH2:19][CH2:20]1>>[NH:1]([c:2]1[c:3]2[cH:4][n:5][n:6]([C:11](=[O:12])[O:13][CH3:14])[c:7]2[cH:8][cH:9][cH:10]1)[C:23]([O:22][N:17]1[C:16](=[O:15])[CH2:20][CH2:19][C:18]1=[O:21])=[O:24]. RXN SMILES: [C:1]([CH:2]=[CH:3][CH3:4])(=[O:5])[Cl:6].[F:7][C:8]([c:9]1[cH:10][c:11]2[c:12]([NH2:18])[n:13][nH:14][c:15]2[cH:16][cH:17]1)([F:19])[F:20].[cH:21]1[cH:22][cH:23][n:24][cH:25][cH:26]1>>[C:1]([CH:2]=[CH:3][CH3:4])(=[O:5])[NH:18][c:12]1[c:11]2[cH:10][c:9]([C:8]([F:7])([F:19])[F:20])[cH:17][cH:16][c:15]2[nH:14][n:13]1. The product is CC=CC(=O)Nc1n[nH]c2ccc(C(F)(F)F)cc12. The reactants are CC=CC(=O)Cl, Nc1n[nH]c2ccc(C(F)(F)F)cc12, c1ccncc1. The reactants are Cl.N12CC3[C@H](C(CC(C1)C3)C2)N ((4r)-1-azatricyclo[3.3.1.13,7]dec-4-ylamine hydrochloride), S1N=NC2=C1C=CC(=C2)C(=O)O (benzo[d][1,2,3]thiadiazole-5-carboxylic acid), N (NH3). Yields the product Cl.N12CC3[C@H](C(CC(C1)C3)C2)NC(=O)C=2C=CC3=C(N=NS3)C2 (Benzo[d][1,2,3]thiadiazole-5-carboxylic acid(4r)-(1-azatricyclo[3.3.1.13,7]dec-4-yl)-amide hydrochloride). As a reaction SMILES: [ClH:1].[N:2]12[CH2:11][CH:6]3[CH2:7][CH:8]([CH2:10][CH:4]([C@H:5]3[NH2:12])[CH2:3]1)[CH2:9]2.[S:13]1[C:17]2[CH:18]=[CH:19][C:20]([C:22](O)=[O:23])=[CH:21][C:16]=2[N:15]=[N:14]1.N>>[ClH:1].[N:2]12[CH2:11][CH:6]3[CH2:7][CH:8]([CH2:10][CH:4]([C@H:5]3[NH:12][C:22]([C:20]3[CH:19]=[CH:18][C:17]4[S:13][N:14]=[N:15][C:16]=4[CH:21]=3)=[O:23])[CH2:3]1)[CH2:9]2 |f:0.1,4.5|. Procedure details: Prepared from (4r)-1-azatricyclo[3.3.1.13,7]dec-4-ylamine hydrochloride and benzo[d][1,2,3]thiadiazole-5-carboxylic acid according to methods A and C. 1H NMR (300 MHz, methanol-d4) δ ppm 2.08-2.34 (m, 5H), 2.51 (s, 2H), 3.42-3.64 (m, 4H), 3.88 (d, J=12.5 Hz, 2H), 4.33 (s, 1H), 8.22 (d, J=8.5 Hz, 1H), 8.36 (d, J=8.5 Hz, 1H), 9.19 (s, 1H). MS (DCI/NH3) m/z 315. Anal. Calculated for C16H18N4OS.HCl: C, 54.77; H, 5.46; N, 15.97. Found: C, 53.27; H, 4.94; N, 15.47. Reactants: ( 1 ), FC=1C=C(C=O)C=CC1OC (3-fluoro-anisaldehyde), C(CC(=O)O)(=O)O (malonic acid), N1CCCCC1 (piperidine), Cl (hydrochloric acid). Solvent: O (water), N1=CC=CC=C1 (pyridine). The product is FC=1C=C(C=CC(=O)O)C=CC1OC (3-fluoro-4-methoxy-cinnamic acid). As a reaction SMILES: [F:1][C:2]1[CH:3]=[C:4]([CH:7]=[CH:8][C:9]=1[O:10][CH3:11])[CH:5]=O.C(O)(=O)[CH2:13][C:14]([OH:16])=[O:15].N1CCCCC1.Cl>N1C=CC=CC=1.O>[F:1][C:2]1[CH:3]=[C:4]([CH:7]=[CH:8][C:9]=1[O:10][CH3:11])[CH:5]=[CH:13][C:14]([OH:16])=[O:15]. Procedure: A mixture of 3-fluoro-anisaldehyde (1.5 g) and malonic acid (2.08 g) in 5 ml pyridine was warmed until clear solution was obtained. To this mixture piperidine (0.4 ml) was added and then the content of the flask was heated at 80° C. for one (1) hour. It was further refluxed for 3 hours. At the end of this period the mixture was poured into 50 ml of cold water. It was then acidified by adding 5 ml of concentrated hydrochloric acid. Upon addition of acid, the solid separated, which was filtered an...